The task is: describe an organic reaction: reactants, conditions, products, and yield. This data is from the Open Reaction Database (ORD), a public repository of structured organic reaction records. Reactants: C(C1=CC=CC=C1)O (benzyl alcohol), ClC=1C=C(C(=O)O)C=C(C1)O[Si](C)(C)C(C)(C)C (3—Chloro-5-(tert-butyldimethylsilyloxy)benzoic acid), C(C(=O)Cl)(=O)Cl (oxalyl chloride). Reagents/catalysts: CN(C)C1=CC=NC=C1 (4-(N,N-dimethylamino)pyridine), CN(C=O)C (N,N-dimethylformamide). Run in C(Cl)Cl (methylene chloride). Reaction conditions: time 1 hour. The product is ClC=1C=C(C(=O)OCC2=CC=CC=C2)C=C(C1)O[Si](C)(C)C(C)(C)C (Benzyl 3-chloro-5-(tert-butyldimethylsilyloxy)benzoate). As a reaction SMILES: [Cl:1][C:2]1[CH:3]=[C:4]([CH:8]=[C:9]([O:11][Si:12]([C:15]([CH3:18])([CH3:17])[CH3:16])([CH3:14])[CH3:13])[CH:10]=1)[C:5]([OH:7])=[O:6].C(Cl)(=O)C(Cl)=O.[CH2:25](O)[C:26]1[CH:31]=[CH:30][CH:29]=[CH:28][CH:27]=1>C(Cl)Cl.CN(C)C=O.CN(C1C=CN=CC=1)C>[Cl:1][C:2]1[CH:3]=[C:4]([CH:8]=[C:9]([O:11][Si:12]([C:15]([CH3:18])([CH3:17])[CH3:16])([CH3:13])[CH3:14])[CH:10]=1)[C:5]([O:7][CH2:25][C:26]1[CH:31]=[CH:30][CH:29]=[CH:28][CH:27]=1)=[O:6]. Reported procedure: To a mixture of the acid 14 (3.80 g, 13.3 mmol) and oxalyl chloride (5.8 mL, 66 mmol) in methylene chloride (60 mL) was added ca. 0.05 mL of N,N-dimethylformamide as a catalyst. After stirring 1 hr at ambient temperature, the reaction was evaporated in vacuo, diluted with methylene chloride, and reacted with benzyl alcohol (1.38 mL, 13.3 mmol) and 4-(N,N-dimethylamino)pyridine (1.60 g, 13.3 mmol). After stirring 16 hrs at ambient temperature, the solution was washed with dilute aqueous HCl, dilu... The reactants are C=CCC1CCCC(O)C1, CN(C)C=O, [H-], Cc1cccc(-c2nc(CI)c(C)o2)c1, [Na+]. Yields the product C=CCC1CCCC(OCc2nc(-c3cccc(C)c3)oc2C)C1. Reaction SMILES: [CH2:1]([CH:2]=[CH2:3])[CH:4]1[CH2:5][CH:6]([OH:10])[CH2:7][CH2:8][CH2:9]1.[CH3:28][N:29]([CH3:30])[CH:31]=[O:32].[H-:11].[I:13][CH2:14][c:15]1[n:16][c:17](-[c:21]2[cH:22][c:23]([CH3:27])[cH:24][cH:25][cH:26]2)[o:18][c:19]1[CH3:20].[Na+:12]>>[CH2:1]([CH:2]=[CH2:3])[CH:4]1[CH2:5][CH:6]([O:10][CH2:14][c:15]2[n:16][c:17](-[c:21]3[cH:22][c:23]([CH3:27])[cH:24][cH:25][cH:26]3)[o:18][c:19]2[CH3:20])[CH2:7][CH2:8][CH2:9]1. Reaction SMILES: [Br:33][N:34]1[C:35](=[O:36])[CH2:37][CH2:38][C:39]1=[O:40].[C:1]([CH3:2])([CH3:3])([CH3:4])[Si:5]([O:6][c:7]1[c:8]([C:23](=[CH:24][C:25]([CH:26]([CH3:27])[CH3:28])=[O:29])[OH:30])[cH:9][cH:10][c:11]([O:13][CH2:14][c:15]2[cH:16][cH:17][c:18]([O:21][CH3:22])[cH:19][cH:20]2)[cH:12]1)([CH3:31])[CH3:32].[Cl:42][CH2:43][Cl:44].[OH2:41]>>[C:1]([CH3:2])([CH3:3])([CH3:4])[Si:5]([O:6][c:7]1[c:8]([C:23]([CH:24]([C:25]([CH:26]([CH3:27])[CH3:28])=[O:29])[Br:33])=[O:30])[cH:9][cH:10][c:11]([O:13][CH2:14][c:15]2[cH:16][cH:17][c:18]([O:21][CH3:22])[cH:19][cH:20]2)[cH:12]1)([CH3:31])[CH3:32]. Product: COc1ccc(COc2ccc(C(=O)C(Br)C(=O)C(C)C)c(O[Si](C)(C)C(C)(C)C)c2)cc1. Reactants: O=C1CCC(=O)N1Br, COc1ccc(COc2ccc(C(O)=CC(=O)C(C)C)c(O[Si](C)(C)C(C)(C)C)c2)cc1, ClCCl, O.